This data is from the Open Reaction Database (ORD), a public repository of structured organic reaction records. The task is: describe an organic reaction: reactants, conditions, products, and yield Starting materials: CCOC(C)=O, O=C(Cl)OCc1ccccc1, CC(C)(C)OC(=O)C1CCCN2C(=O)CCC(N)C(=O)N12, [Na+], O=C([O-])O, C1COCCO1, O. Yields the product CC(C)(C)OC(=O)C1CCCN2C(=O)CCC(NC(=O)OCc3ccccc3)C(=O)N12. RXN SMILES: [CH3:44][CH2:45][O:46][C:47]([CH3:48])=[O:49].[Cl:1][C:2](=[O:3])[O:4][CH2:5][c:6]1[cH:7][cH:8][cH:9][cH:10][cH:11]1.[NH2:12][CH:13]1[CH2:14][CH2:15][C:16](=[O:32])[N:17]2[N:18]([C:19]1=[O:20])[CH:21]([C:25](=[O:26])[O:27][C:28]([CH3:29])([CH3:30])[CH3:31])[CH2:22][CH2:23][CH2:24]2.[Na+:37].[O-:33][C:34]([OH:35])=[O:36].[O:38]1[CH2:39][CH2:40][O:41][CH2:42][CH2:43]1.[OH2:50]>>[C:2](=[O:3])([O:4][CH2:5][c:6]1[cH:7][cH:8][cH:9][cH:10][cH:11]1)[NH:12][CH:13]1[CH2:14][CH2:15][C:16](=[O:32])[N:17]2[N:18]([C:19]1=[O:20])[CH:21]([C:25](=[O:26])[O:27][C:28]([CH3:29])([CH3:30])[CH3:31])[CH2:22][CH2:23][CH2:24]2.